This data is from the Open Reaction Database (ORD), a public repository of structured organic reaction records. The task is: describe an organic reaction: reactants, conditions, products, and yield Reactants: COC=1C=C(CC2NCCC3=CC(=C(C=C23)OC)OC)C=CC1OC (1-(3,4-Dimethoxy-benzyl)-6,7-dimethoxy-1,2,3,4-tetrahydroisoquinoline), BrCC(=O)Br (2-bromoacetyl bromide), COC1=C(CN)C=CC=C1 (2-methoxybenzylamine). Product: COC=1C=C(CC2N(CCC3=CC(=C(C=C23)OC)OC)CC(=O)NCC2=C(C=CC=C2)OC)C=CC1OC (2-[1-(3,4-Dimethoxy-benzyl)-6,7-dimethoxy-3,4-dihydro-1H-isoquinolin-2-yl]-N-(2-methoxy-benzyl)-acetamide). As a reaction SMILES: [CH3:1][O:2][C:3]1[CH:4]=[C:5]([CH:21]=[CH:22][C:23]=1[O:24][CH3:25])[CH2:6][CH:7]1[C:16]2[C:11](=[CH:12][C:13]([O:19][CH3:20])=[C:14]([O:17][CH3:18])[CH:15]=2)[CH2:10][CH2:9][NH:8]1.Br[CH2:27][C:28](Br)=[O:29].[CH3:31][O:32][C:33]1[CH:40]=[CH:39][CH:38]=[CH:37][C:34]=1[CH2:35][NH2:36]>>[CH3:1][O:2][C:3]1[CH:4]=[C:5]([CH:21]=[CH:22][C:23]=1[O:24][CH3:25])[CH2:6][CH:7]1[C:16]2[C:11](=[CH:12][C:13]([O:19][CH3:20])=[C:14]([O:17][CH3:18])[CH:15]=2)[CH2:10][CH2:9][N:8]1[CH2:27][C:28]([NH:36][CH2:35][C:34]1[CH:37]=[CH:38][CH:39]=[CH:40][C:33]=1[O:32][CH3:31])=[O:29]. Procedure: prepared by reaction of 1-(3,4-Dimethoxy-benzyl)-6,7-dimethoxy-1,2,3,4-tetrahydroisoquinoline and 2-bromoacetyl bromide with 2-methoxybenzylamine The reactants are C(C)(C)(C)[Si](C)(C)OCC1=C(OC(=C1)CB1OCC(CO1)(C)C)C (tert-butyl({5-[(5,5-dimethyl-1,3,2-dioxaborinan-2-yl)methyl]-2-methylfuran-3-yl}methoxy)dimethylsilane), ClC=1N=NC(=CC1)C (3-chloro-6-methylpyridazine), C([O-])([O-])=O.[Na+].[Na+] (sodium carbonate), COCCOC (1,2-dimethoxyethane). The reagents and catalysts are C=1C=CC(=CC1)[P](C=2C=CC=CC2)(C=3C=CC=CC3)[Pd]([P](C=4C=CC=CC4)(C=5C=CC=CC5)C=6C=CC=CC6)([P](C=7C=CC=CC7)(C=8C=CC=CC8)C=9C=CC=CC9)[P](C=1C=CC=CC1)(C=1C=CC=CC1)C=1C=CC=CC1 (tetrakis(triphenylphosphine)palladium(0)). Solvent: O (water). Run at time 8 hour. The product is CC=1OC(=CC1CO)C=1N=NC(=CC1)C ([2-methyl-5-(6-methylpyridazin-3-yl)furan-3-yl]methanol). Yield: 31.6%. RXN SMILES: C([Si]([O:8][CH2:9][C:10]1[CH:14]=[C:13]([CH2:15]B2OCC(C)(C)CO2)[O:12][C:11]=1[CH3:24])(C)C)(C)(C)C.ClC1[N:27]=[N:28][C:29]([CH3:32])=[CH:30][CH:31]=1.C(=O)([O-])[O-].[Na+].[Na+].COCCOC>C1C=CC([P]([Pd]([P](C2C=CC=CC=2)(C2C=CC=CC=2)C2C=CC=CC=2)([P](C2C=CC=CC=2)(C2C=CC=CC=2)C2C=CC=CC=2)[P](C2C=CC=CC=2)(C2C=CC=CC=2)C2C=CC=CC=2)(C2C=CC=CC=2)C2C=CC=CC=2)=CC=1.O>[CH3:24][C:11]1[O:12][C:13]([C:15]2[N:27]=[N:28][C:29]([CH3:32])=[CH:30][CH:31]=2)=[CH:14][C:10]=1[CH2:9][OH:8] |f:2.3.4,^1:48,50,69,88|. Procedure details: A mixture of tert-butyl({5-[(5,5-dimethyl-1,3,2-dioxaborinan-2-yl)methyl]-2-methylfuran-3-yl}methoxy)dimethylsilane (2.4 g), 3-chloro-6-methylpyridazine (1.5 g), tetrakis(triphenylphosphine)palladium(0) (0.4 g), 2N aqueous sodium carbonate solution (7 mL) and 1,2-dimethoxyethane (20 mL) was stirred overnight with refluxing under an argon atmosphere. The reaction mixture was poured into water, and the mixture was extracted with ethyl acetate. The organic layer was washed with saturated brine, and... Starting materials: FC1(CCN(CC1)C(=O)C1=CC(=CC=C1)I)F (4,4-difluoro-1-[(3-iodophenyl)carbonyl]piperidine), IC=1C=C(C(=O)O)C=CC1 (3-iodobenzoic acid), C1NCCC2=CC=CC=C12 (1,2,3,4-tetrahydroisoquinoline). Product: IC=1C=C(C=CC1)C(=O)N1CC2=CC=CC=C2C1 (N-[(3-iodophenyl)carbonyl]isoindoline). RXN SMILES: F[C:2]1(F)[CH2:7][CH2:6][N:5]([C:8]([C:10]2[CH:15]=[CH:14][CH:13]=[C:12]([I:16])[CH:11]=2)=[O:9])[CH2:4][CH2:3]1.I[C:19]1[CH:20]=C(C=C[CH:27]=1)C(O)=O.C1C2C(=CC=CC=2)CCN1>>[I:16][C:12]1[CH:11]=[C:10]([C:8]([N:5]2[CH2:4][C:3]3[C:7](=[CH:2][CH:27]=[CH:19][CH:20]=3)[CH2:6]2)=[O:9])[CH:15]=[CH:14][CH:13]=1. Procedure details: According to Step 77-1 in the synthetic method for compound 77-1, 3-iodobenzoic acid 1 and morpholine 2 were used to obtain compound 85-1. The reactants are CCCC(=O)Nc1c(C(=O)OC)cccc1[N+](=O)[O-], C, CO, [Pd]. Product: CCCC(=O)Nc1c(N)cccc1C(=O)OC. RXN SMILES: [C:1]([CH2:2][CH2:3][CH3:4])(=[O:5])[NH:6][c:7]1[c:8]([C:9](=[O:10])[O:11][CH3:12])[cH:13][cH:14][cH:15][c:16]1[N+:17]([O-:18])=[O:19].[C:22].[CH3:20][OH:21].[Pd:23]>>[C:1]([CH2:2][CH2:3][CH3:4])(=[O:5])[NH:6][c:7]1[c:8]([C:9](=[O:10])[O:11][CH3:12])[cH:13][cH:14][cH:15][c:16]1[NH2:17]. Reactants: steel, C(C1=CC=CC=C1)(=O)O[C@@H]1[C@H](O[C@H]([C@@H]1OC(C1=CC=CC=C1)=O)COC(C1=CC=CC=C1)=O)N1N=C(C(=N1)C(=O)OC)C(=O)OC (Dimethyl 2-(2',3',5'-tri-O-benzoyl-β-L-ribofuranosyl)-1,2,3-triazole-4,5-dicarboxylate), CO.N (MeOH NH3), N (NH3). Reaction conditions: temperature 95 celsius. Product: [C@H]1([C@@H](O)[C@@H](O)[C@@H](O1)CO)N1N=C(C(=N1)C(=O)N)C(=O)N (2-β-L-Ribofuranosyl-1,2,3-triazole-4,5-dicarboxamide). Isolated yield 89.0%. RXN SMILES: C([O:9][C@H:10]1[C@@H:14]([O:15]C(=O)C2C=CC=CC=2)[C@H:13]([CH2:24][O:25]C(=O)C2C=CC=CC=2)[O:12][C@@H:11]1[N:34]1[N:38]=[C:37]([C:39]([O:41]C)=O)[C:36]([C:43]([O:45]C)=O)=[N:35]1)(=O)C1C=CC=CC=1.[NH3:47].CO.[NH3:50]>>[C@H:11]1([N:34]2[N:35]=[C:36]([C:43]([NH2:47])=[O:45])[C:37]([C:39]([NH2:50])=[O:41])=[N:38]2)[O:12][C@@H:13]([CH2:24][OH:25])[C@H:14]([OH:15])[C@@H:10]1[OH:9] |f:2.3|. Reported procedure: Compound 31 (6.0 g, 9.5 mmol) was dissolved in MeOH/NH3 (dry MeOH sat. with anhydrous NH3 at 0° C., 60 mL) were placed in a steel reaction vessel. The vessel was heated at 95° C. for 16 h. The reaction vessel was cooled, opened carefully and the NH3 was allowed to evaporate at room temperature. The MeOH was evaporated to dryness and the residue was triturated with hot toluene (3×50 mL) and filtered. The brown residue was crystallized from aqueous EtOH (95%) to furnish 2.40 g (89%) of 32: mp 210-... Reactants: COC1=C(C=CC=C1)OC(C(=O)OC)=C (methyl 2-(2-methoxyphenyloxy)propenoate), O.[OH-].[Li+] (lithium hydroxide monohydrate). Run in C1CCOC1 (THF), O (water). Conditions: time 8 hour. Product: COC1=C(C=CC=C1)OC(C(=O)O)=C (2-(2-Methoxyphenyloxy)propenoic Acid). RXN SMILES: [CH3:1][O:2][C:3]1[CH:8]=[CH:7][CH:6]=[CH:5][C:4]=1[O:9][C:10](=[CH2:15])[C:11]([O:13]C)=[O:12].O.[OH-].[Li+]>C1COCC1.O>[CH3:1][O:2][C:3]1[CH:8]=[CH:7][CH:6]=[CH:5][C:4]=1[O:9][C:10](=[CH2:15])[C:11]([OH:13])=[O:12] |f:1.2.3|. Procedure: To a solution of methyl 2-(2-methoxyphenyloxy)propenoate (0.30 g, 1.4 mmol) in THF (30 mL) and water (30 mL) was added lithium hydroxide monohydrate 0.17 g, 4.0 mmol). After stirring at room temperature overnight, the reaction was quenched by addition of concentrated hydrochloric acid (final pH=2), and the product was extracted with EtOAc (3×100 mL). The combined extracts were dried over anhydrous sodium sulfate, filtered, and concentrated to dryness to give the title compound. 1H NMR (500 MHz, ... The reactants are ClC1=CC(=C(C=C1O)N1C(N2C(=CCCC2)C1=O)=O)F (2-(4-chloro-2-fluoro-5-hydroxyphenyl)-5,6-dihydroimidazo [1,5-a] pyridine-1,3[2H, 7H]-dione), C([O-])([O-])=O.[K+].[K+] (potassium carbonate), CI (methyliodide), [Cl-].[NH4+] (ammonium chloride). Solvent: C(C)#N (acetonitrile), C(C)OCC (diethyl ether). Product: ClC1=CC(=C(C=C1OC)N1C(N2C(=CCCC2)C1=O)=O)F (2-(4-chloro-2-fluoro-5-methyloxyphenyl)-5,6-dihydroimidazo [1,5-a] pyridine-1,3[2H, 7H]-dione). Isolated yield 58.8%. As a reaction SMILES: [Cl:1][C:2]1[C:7]([OH:8])=[CH:6][C:5]([N:9]2[C:17](=[O:18])[C:12]3=[CH:13][CH2:14][CH2:15][CH2:16][N:11]3[C:10]2=[O:19])=[C:4]([F:20])[CH:3]=1.[C:21](=O)([O-])[O-].[K+].[K+].CI.[Cl-].[NH4+]>C(OCC)C.C(#N)C>[Cl:1][C:2]1[C:7]([O:8][CH3:21])=[CH:6][C:5]([N:9]2[C:17](=[O:18])[C:12]3=[CH:13][CH2:14][CH2:15][CH2:16][N:11]3[C:10]2=[O:19])=[C:4]([F:20])[CH:3]=1 |f:1.2.3,5.6|. Procedure: An acetonitrile (15 mL) solution of 2-(4-chloro-2-fluoro-5-hydroxyphenyl)-5,6-dihydroimidazo [1,5-a] pyridine-1,3[2H, 7H]-dione (0.78 g, 2.63 mmol), potassium carbonate (0.27 g, 1.97 mmol) and methyliodide (0.33 mL, 5.26 mmol) was stirred for 6.5 hours under reflux. A saturated ammonium chloride solution (15 mL) and diethyl ether (15 mL) were added to the resulting mixture, and the organic layer was separated and then the aqueous layer was extracted with diethyl ether (15 mL×2 times). The organi... The reactants are S(O)(O)(=O)=O (sulfuric acid), C(C)(=O)C=1C(N(C(=CC1O)C)C1=C(C=CC=C1Cl)Cl)=O (3-acetyl-1-(2,6-dichlorophenyl)-4-hydroxy-6-methylpyridin-2(1H)-one), ice water. Run in C(CCC)O (n-butanol). Reaction conditions: temperature 120 celsius. Product: ClC1=C(C(=CC=C1)Cl)N1C(C=C(C=C1C)O)=O (1-(2,6-dichlorophenyl)-4-hydroxy-6-methylpyridin-2(1H)-one). Yield: 25.9%. RXN SMILES: C([C:4]1[C:5](=[O:20])[N:6]([C:12]2[C:17]([Cl:18])=[CH:16][CH:15]=[CH:14][C:13]=2[Cl:19])[C:7]([CH3:11])=[CH:8][C:9]=1[OH:10])(=O)C.S(=O)(=O)(O)O>C(O)CCC>[Cl:19][C:13]1[CH:14]=[CH:15][CH:16]=[C:17]([Cl:18])[C:12]=1[N:6]1[C:7]([CH3:11])=[CH:8][C:9]([OH:10])=[CH:4][C:5]1=[O:20]. Reported procedure: A mixture of 3-acetyl-1-(2,6-dichlorophenyl)-4-hydroxy-6-methylpyridin-2(1H)-one 0.7 g (0.002 mol) in n-butanol (3.0 mL) containing sulfuric acid (1.5 mL) was heated at 120° C. for 4 h. The dark reaction mixture was cooled, added ice/water (25 mL), and extracted with EtOAc (2×25 ml). The combined organic extracts were washed with water, dried (Na2SO4), filtered, concentrated under reduced pressure and the resulting material was purified by silica gel flash chromatography using 25% EtOAc in hexan... The reactants are O=C([O-])O, CC1(C)OC2C(O[Si](C)(C)C(C)(C)C)CC3=NOCC3C2O1, CCOCC, Cl, [Na+], C1CCOC1. The product is CC(C)(C)[Si](C)(C)OC1CC2=NOCC2C(O)C1O. Reaction SMILES: [C:24](=[O:25])([O-:26])[OH:27].[CH3:1][C:2]1([CH3:22])[O:3][CH:4]2[CH:5]([CH:6]([O:13][Si:14]([CH3:15])([CH3:16])[C:17]([CH3:18])([CH3:19])[CH3:20])[CH2:7][C:8]3=[N:12][O:11][CH2:10][CH:9]23)[O:21]1.[CH3:34][CH2:35][O:36][CH2:37][CH3:38].[ClH:23].[Na+:28].[O:29]1[CH2:30][CH2:31][CH2:32][CH2:33]1>>[OH:3][CH:4]1[CH:5]([OH:21])[CH:6]([O:13][Si:14]([CH3:15])([CH3:16])[C:17]([CH3:18])([CH3:19])[CH3:20])[CH2:7][C:8]2=[N:12][O:11][CH2:10][CH:9]12. Starting materials: CO, [H][H], Nc1ccc(Oc2ccccc2)cc1[N+](=O)[O-]. Product: Nc1ccc(Oc2ccccc2)cc1N. RXN SMILES: [CH3:20][OH:21].[H:18][H:19].[NH2:1][c:2]1[c:3]([N+:15]([O-:16])=[O:17])[cH:4][c:5]([O:8][c:9]2[cH:10][cH:11][cH:12][cH:13][cH:14]2)[cH:6][cH:7]1>>[NH2:1][c:2]1[c:3]([NH2:15])[cH:4][c:5]([O:8][c:9]2[cH:10][cH:11][cH:12][cH:13][cH:14]2)[cH:6][cH:7]1.